describe an organic reaction: reactants, conditions, products, and yield From a dataset of the Open Reaction Database (ORD), a public repository of structured organic reaction records. Starting materials: CC(=O)O[Hg]C1=CC=CC=C1 (phenyl mercuric acetate), C(C)(=O)OC1=CC=CC=C1.C(C)(=O)OI=O (phenyl iodoso diacetate). Solvent: C(C)(=O)O (acetic acid). Product: C(C)(=O)OC1=CC=CC=C1 (phenyl acetate). RXN SMILES: CC(O[Hg]C1C=CC=CC=1)=O.[C:12]([O:15][C:16]1[CH:21]=[CH:20][CH:19]=[CH:18][CH:17]=1)(=[O:14])[CH3:13].C(OI=O)(=O)C>C(O)(=O)C>[C:12]([O:15][C:16]1[CH:21]=[CH:20][CH:19]=[CH:18][CH:17]=1)(=[O:14])[CH3:13] |f:1.2|. Procedure: The procedure of Example 3 is repeated except that only 10 ml. of acetic acid is charged to the reaction vessel, thereby increasing the concentration of the phenyl mercuric acetate and phenyl iodoso diacetate reactants in the liquid. At the end of the 0.25 hour of reaction at 120° C., phenyl acetate yield is found to be increased to 68%, at a phenyl mercuric acetate conversion of about 72% and a phenyl acetate selectivity of about 94%. Starting materials: [Al+3], COc1ccc2c(c1)OC(=O)CC2(C)C, [H-], [H-], [H-], [H-], [Li+], O. Product: COc1ccc(C(C)(C)CCO)c(O)c1. As a reaction SMILES: [Al+3:17].[CH3:1][O:2][c:3]1[cH:4][cH:5][c:6]2[c:11]([cH:12]1)[O:10][C:9](=[O:13])[CH2:8][C:7]2([CH3:14])[CH3:15].[H-:16].[H-:19].[H-:20].[H-:21].[Li+:18].[OH2:22]>>[CH3:1][O:2][c:3]1[cH:4][cH:5][c:6]([C:7]([CH2:8][CH2:9][OH:13])([CH3:14])[CH3:15])[c:11]([OH:10])[cH:12]1.